Dataset: the Open Reaction Database (ORD), a public repository of structured organic reaction records. Task: describe an organic reaction: reactants, conditions, products, and yield The reactants are CCN(C(C)C)C(C)C, ClCCl, Fc1cc(C2NCCc3ccccc32)ccc1C(F)(F)F, O, O=C=Nc1cccnc1. Yields the product O=C(Nc1cccnc1)N1CCc2ccccc2C1c1ccc(C(F)(F)F)c(F)c1. Reaction SMILES: [CH:22]([N:23]([CH2:24][CH3:25])[CH:26]([CH3:27])[CH3:28])([CH3:29])[CH3:30].[Cl:41][CH2:42][Cl:43].[F:1][c:2]1[cH:3][c:4]([CH:12]2[NH:13][CH2:14][CH2:15][c:16]3[cH:17][cH:18][cH:19][cH:20][c:21]32)[cH:5][cH:6][c:7]1[C:8]([F:9])([F:10])[F:11].[OH2:40].[n:31]1[cH:32][c:33]([N:37]=[C:38]=[O:39])[cH:34][cH:35][cH:36]1>>[F:1][c:2]1[cH:3][c:4]([CH:12]2[N:13]([C:38]([NH:37][c:33]3[cH:32][n:31][cH:36][cH:35][cH:34]3)=[O:39])[CH2:14][CH2:15][c:16]3[cH:17][cH:18][cH:19][cH:20][c:21]32)[cH:5][cH:6][c:7]1[C:8]([F:9])([F:10])[F:11]. Reactants: Example 1 ( b ), COC(CS(=O)(=O)N(CC1=CC=C(C=C1)C1=CC=C(C=C1)Cl)C)=O (methyl-2-({methyl[(4'-chlorobiphenyl-4-yl)methyl]amino}sulfonyl)acetate), NO (hydroxylamine). Yields the product ONC(CS(=O)(=O)N(CC1=CC=C(C=C1)C1=CC=C(C=C1)Cl)C)=O (N-Hydroxy-2-({methyl[(4'-chlorobiphen-4-yl)methyl]amino}-sulfonyl)acetamid). As a reaction SMILES: C[O:2][C:3](=O)[CH2:4][S:5]([N:8]([CH3:23])[CH2:9][C:10]1[CH:15]=[CH:14][C:13]([C:16]2[CH:21]=[CH:20][C:19]([Cl:22])=[CH:18][CH:17]=2)=[CH:12][CH:11]=1)(=[O:7])=[O:6].[NH2:25][OH:26]>>[OH:26][NH:25][C:3](=[O:2])[CH2:4][S:5]([N:8]([CH3:23])[CH2:9][C:10]1[CH:15]=[CH:14][C:13]([C:16]2[CH:21]=[CH:20][C:19]([Cl:22])=[CH:18][CH:17]=2)=[CH:12][CH:11]=1)(=[O:7])=[O:6]. Procedure details: In a manner similar to Example 1 (b), methyl-2-({methyl[(4'-chlorobiphenyl-4-yl)methyl]amino}sulfonyl)acetate was reacted with hydroxylamine to give the title compound as a colourless solid. Reactants: [H-].[H-].[H-].[H-].[Li+].[Al+3] (LiAlH4), C(C)OC(CC=1C2=C(OC1)C1=CC=CC=C1C=C2)=O (naphtho[1,2-b]furan-3-yl-acetic acid ethyl ester). The solvent is C1CCOC1 (THF), C1CCOC1 (THF). Reaction conditions: time 1 hour. Product: O1C2=C(C(=C1)CCO)C=CC1=CC=CC=C12 (2-naphtho[1,2-b]furan-3-yl ethanol). As a reaction SMILES: [H-].[H-].[H-].[H-].[Li+].[Al+3].C([O:9][C:10](=O)[CH2:11][C:12]1[C:13]2[CH:24]=[CH:23][C:22]3[C:17](=[CH:18][CH:19]=[CH:20][CH:21]=3)[C:14]=2[O:15][CH:16]=1)C>C1COCC1>[O:15]1[CH:16]=[C:12]([CH2:11][CH2:10][OH:9])[C:13]2[CH:24]=[CH:23][C:22]3[C:17]([C:14]1=2)=[CH:18][CH:19]=[CH:20][CH:21]=3 |f:0.1.2.3.4.5|. Reported procedure: To a stirred suspension of LiAlH4 (200 mg, excess) in THF at 0° C., naphtho[1,2-b]furan-3-yl-acetic acid ethyl ester (1.27 g, 5 mmol) in THF (20 mL) was added slowly. After the addition, reaction mixture was stirred at room temperature for 1 hr and quenched with saturated NH4Cl solution. The product was extracted with chloroform and washed well with water. It was dried over anhydrous MgSO4; filtered and concentrated. The product, 2-naphtho[1,2-b]furan-3-yl ethanol, was obtained as white oil, was... The reactants are BrCCCCl (1-bromo-3-chloropropane), FC=1C=C(C=CC1F)C=1N(C(NN1)=S)C (5-(3,4-difluorophenyl)-4-methyl-2,4-dihydro-3H-1,2,4-triazole-3-thione), C(C)(=O)O (Acetic acid). Run in C(C)O (ethanol). Reaction conditions: temperature 90 celsius. The product is ClCCCSC1=NN=C(N1C)C1=CC(=C(C=C1)F)F (3-[(3-Chloropropyl)thio]-5-(3,4-difluorophenyl)-4-methyl-4H-1,2,4-triazole). Reaction SMILES: [F:1][C:2]1[CH:3]=[C:4]([C:9]2[N:10]([CH3:15])[C:11](=[S:14])[NH:12][N:13]=2)[CH:5]=[CH:6][C:7]=1[F:8].Br[CH2:17][CH2:18][CH2:19][Cl:20].C(O)(=O)C>C(O)C>[Cl:20][CH2:19][CH2:18][CH2:17][S:14][C:11]1[N:10]([CH3:15])[C:9]([C:4]2[CH:5]=[CH:6][C:7]([F:8])=[C:2]([F:1])[CH:3]=2)=[N:13][N:12]=1. Procedure details: To 5-(3,4-difluorophenyl)-4-methyl-2,4-dihydro-3H-1,2,4-triazole-3-thione (0.4 g, preparation reported in WO 02/40471) in ethanol (6 ml) sodium ethanolate (0.72 ml) was carefully added with stirring followed by 1-bromo-3-chloropropane (0.26 ml). The mixture was heated at 90° C. for 1 h. Acetic acid was added at room temperature until pH=4. After elimination of the solvent under reduced pressure the residue was partitioned between aqueous NaHCO3 (saturated) and DCM. The organic layer was collecte... Reactants: B(Br)(Br)Br (BBr3), [K+].[Br-] (KBr), ( 19,760 ), COC1=CC2=C(NC3=C(CC2)C=C(C=C3)OC)C=C1 (2,8-Dimethoxy-10,11-dihydro-5H-dibenz[b,f]azepine), O (H2O), ( 65,000 ). Solvent: CN(C=O)C (dimethylformamide). Run at temperature 0 celsius, time 3.75 hour. Yields the product OC=1C=CC2=C(CCC=3C(=N2)C=CC(C3)=O)C1 (8-Hydroxy-10,11-dihydro-2H-dibenz[b,f]azepin-2-one). RXN SMILES: C[O:2][C:3]1[CH:19]=[CH:18][C:6]2[NH:7][C:8]3[CH:15]=[CH:14][C:13]([O:16]C)=[CH:12][C:9]=3[CH2:10][CH2:11][C:5]=2[CH:4]=1.B(Br)(Br)Br.O.[K+].[Br-]>CN(C)C=O>[OH:2][C:3]1[CH:19]=[CH:18][C:6]2[N:7]=[C:8]3[CH:15]=[CH:14][C:13](=[O:16])[CH:12]=[C:9]3[CH2:10][CH2:11][C:5]=2[CH:4]=1 |f:3.4|. Procedure: A solution of 2,8-dimethoxy-10,11-dihydro-5H-dibenz[b,f]azepine (7) (1.0 g; 3.9 mmol) in CH2Cl2 (23.5 mL; dried over molecular sieve 4A), maintained under a CaSO4 drying tube, was cooled to 0° C. and treated with BBr3 (1.85 mL; 19.6 mmol; 5 eq). After 5 minutes the reaction was warmed and allowed to stir at ambient temperature for 3.75 hours. The mixture was carefully blended into H2O (350 mL) and this was then extracted four times with EtOAc (100 mL each). The combined EtOAc layers were washed ... Reactants: OC1CC(N(C1)CC(=O)N)=O (2-(4-hydroxypyrrolidin-2-on-1-yl) acetamide), C(C)(=O)Cl (acetyl chloride). Product: C(C)(=O)OC1CC(N(C1)CC(=O)N)=O (2-(4-acetoxypyrrolidin-2-on-1-yl) acetamide). RXN SMILES: [OH:1][CH:2]1[CH2:6][N:5]([CH2:7][C:8]([NH2:10])=[O:9])[C:4](=[O:11])[CH2:3]1.[C:12](Cl)(=[O:14])[CH3:13]>>[C:12]([O:1][CH:2]1[CH2:6][N:5]([CH2:7][C:8]([NH2:10])=[O:9])[C:4](=[O:11])[CH2:3]1)(=[O:14])[CH3:13]. Procedure: A mixture of 5.53 g 2-(4-hydroxypyrrolidin-2-on-1-yl) acetamide and 44.3 ml acetyl chloride is refluxed for 15 minutes. It is then cooled, the solvent is evaporated in vacuo and the residue oil taken up with a small quantity of aqueous sodium bicarbonate, and solid sodium bicarbonate is added under stirring until neutrality. Most of the water contained in the mixture is removed by treatment in vacuo with methylisobutylketone, the residue is taken up with methylene chloride, made anhydrous over s... Starting materials: C(C)OC(CC1=CC(=CC=C1)CCNC[C@H](O[Si](C)(C)C(C)(C)C)C1=CC(=C(C=C1)OCC1=CC=CC=C1)CO)=O (ethyl(3-{2-[((2R)-2-[4-(benzyloxy)-3-(hydroxymethyl)phenyl]-2-{[tert-butyl(dimethyl)silyl]oxy}ethyl)amino]ethyl}phenyl)acetate), [F-].[NH4+] (ammonium fluoride). The solvent is CO (methanol), O (water). Reaction conditions: temperature 40 celsius. Yields the product N (ammonia), C(C1=CC=CC=C1)OC1=C(C=C(C=C1)[C@H](CNCCC=1C=C(C=CC1)CC(=O)OCC)O)CO (ethyl {3-[2-({(2R)-2-[4-(benzyloxy)-3-(hydroxymethyl)phenyl]-2-hydroxyethyl}amino)ethyl]phenyl}acetate). Yield: 198.0%. As a reaction SMILES: [CH2:1]([O:3][C:4](=[O:41])[CH2:5][C:6]1[CH:11]=[CH:10][CH:9]=[C:8]([CH2:12][CH2:13][NH:14][CH2:15][C@@H:16]([C:25]2[CH:30]=[CH:29][C:28]([O:31][CH2:32][C:33]3[CH:38]=[CH:37][CH:36]=[CH:35][CH:34]=3)=[C:27]([CH2:39][OH:40])[CH:26]=2)[O:17][Si](C(C)(C)C)(C)C)[CH:7]=1)[CH3:2].[F-].[NH4+]>CO.O>[NH3:14].[CH2:32]([O:31][C:28]1[CH:29]=[CH:30][C:25]([C@@H:16]([OH:17])[CH2:15][NH:14][CH2:13][CH2:12][C:8]2[CH:7]=[C:6]([CH2:5][C:4]([O:3][CH2:1][CH3:2])=[O:41])[CH:11]=[CH:10][CH:9]=2)=[CH:26][C:27]=1[CH2:39][OH:40])[C:33]1[CH:38]=[CH:37][CH:36]=[CH:35][CH:34]=1 |f:1.2|. Reported procedure: A solution of ethyl(3-{2-[((2R)-2-[4-(benzyloxy)-3-(hydroxymethyl)phenyl]-2-{[tert-butyl(dimethyl)silyl]oxy}ethyl)amino]ethyl}phenyl)acetate (Preparation 54) (2.39 g, 4.14 mmol) in methanol (15 ml) and water (10 ml) was treated with ammonium fluoride (1.53 g, 41.4 mmol) and the reaction heated to 40° C. for 16 hours. The methanol was removed in vacuo and the aqueous residue extracted with dichloromethane (3×50 ml). The combined organics were dried (sodium sulfate) and the sovent removed in vacuo...